Task: describe an organic reaction: reactants, conditions, products, and yield. Dataset: the Open Reaction Database (ORD), a public repository of structured organic reaction records The reactants are FC1=C(C=C[C@@H]2CN([C@@H](CO2)CO)C(=O)OC(C)(C)C)C(=CC=C1)[N+](=O)[O-] ((2R,5R)-tert-butyl 2-(2-fluoro-6-nitrostyryl)-5-(hydroxymethyl)morpholine-4-carboxylate), C(=O)(C=1NC=CN1)C=1NC=CN1 (carbonyl diimidazole), N1=CC=CC=C1 (pyridine). Reaction conditions: temperature 60 celsius. Product: C(N)(=O)OC[C@@H]1CO[C@@H](CN1C(=O)OC(C)(C)C)\C=C\C1=C(C=CC=C1[N+](=O)[O-])F ((2R,5S)-tert-butyl 5-[(carbamoyloxy)methyl)-2-((E)-2-fluoro-6-nitrostyryl]morpholine-4-carboxylate). Reaction SMILES: [F:1][C:2]1[CH:24]=[CH:23][CH:22]=[C:21]([N+:25]([O-:27])=[O:26])[C:3]=1[CH:4]=[CH:5][C@H:6]1[O:11][CH2:10][C@@H:9]([CH2:12][OH:13])[N:8]([C:14]([O:16][C:17]([CH3:20])([CH3:19])[CH3:18])=[O:15])[CH2:7]1.C(C1NC=CN=1)(C1NC=CN=1)=[O:29].[N:40]1[CH:45]=CC=CC=1>>[C:45]([O:13][CH2:12][C@H:9]1[N:8]([C:14]([O:16][C:17]([CH3:20])([CH3:19])[CH3:18])=[O:15])[CH2:7][C@@H:6](/[CH:5]=[CH:4]/[C:3]2[C:21]([N+:25]([O-:27])=[O:26])=[CH:22][CH:23]=[CH:24][C:2]=2[F:1])[O:11][CH2:10]1)(=[O:29])[NH2:40]. Reported procedure: To a solution of (2R,5R)-tert-butyl 2-[(E)-2-fluoro-6-nitrostyryl)-5-(hydroxymethyl)]morpholine-4-carboxylate (5 g, 13 mmol) from step 2 of Example 99 in pyridine (15 mL) was added carbonyl diimidazole (8.4 g, 52 mmol) and the mixture was heated in sealed tube at 60° C. for 2 h. The reaction mixture was cooled to ambient temperature, then purged with NH3 gas for 5 min and heated in a sealed tube at 60° C. for 16 h. The mixture was cooled to ambient temperature and the solvent was concentrated un... The reactants are BrC1=C(C=O)C=CC=C1 (2-bromobenzaldehyde), C(#C)C1(CN2CCC1CC2)O[Si](C)(C)C (3-ethynyl-3-trimethylsilyloxyquinuclidine), O (water). The reagents and catalysts are Cl[Pd]([P](C1=CC=CC=C1)(C2=CC=CC=C2)C3=CC=CC=C3)([P](C4=CC=CC=C4)(C5=CC=CC=C5)C6=CC=CC=C6)Cl (Bis(triphenylphosphine)-palladium(II) chloride), [Cu]I (copper(I) iodide). Run in CN(C=O)C (dimethyl formamide), C(C)N(CC)CC (triethylamine). Conditions: time 21 hour. Yields the product C(=O)C1=C(C=CC=C1)C#CC1(CN2CCC1CC2)O[Si](C)(C)C (3-[2-{2-formylphenyl}ethynyl]-3-trimethylsilyloxyquinuclidine). Isolated yield 64.2%. As a reaction SMILES: Br[C:2]1[CH:9]=[CH:8][CH:7]=[CH:6][C:3]=1[CH:4]=[O:5].[C:10]([C:12]1([O:20][Si:21]([CH3:24])([CH3:23])[CH3:22])[CH:17]2[CH2:18][CH2:19][N:14]([CH2:15][CH2:16]2)[CH2:13]1)#[CH:11].O>CN(C)C=O.C(N(CC)CC)C.Cl[Pd](Cl)([P](C1C=CC=CC=1)(C1C=CC=CC=1)C1C=CC=CC=1)[P](C1C=CC=CC=1)(C1C=CC=CC=1)C1C=CC=CC=1.[Cu]I>[CH:4]([C:3]1[CH:6]=[CH:7][CH:8]=[CH:9][C:2]=1[C:11]#[C:10][C:12]1([O:20][Si:21]([CH3:23])([CH3:22])[CH3:24])[CH:17]2[CH2:16][CH2:15][N:14]([CH2:19][CH2:18]2)[CH2:13]1)=[O:5] |^1:40,59|. Reported procedure: Bis(triphenylphosphine)-palladium(II) chloride (175 mg) and copper(I) iodide (85 mg) were added to a solution of 2-bromobenzaldehyde (2.03 g) and 3-ethynyl-3-trimethylsilyloxyquinuclidine (2.23 g) in dimethyl formamide (25 ml) and triethylamine (5 ml) at ambient temperature under an atmosphere of argon. The reaction mixture was stirred at ambient temperature for 21 hours. The reaction mixture was poured into water (150 ml) and extracted with ethyl acetate (2×100 ml). The ethyl acetate extracts w... Starting materials: C=CCOCc1ccc(O)cc1, CCO, COc1ccc(CCNCC(O)CCl)cc1OC, [Na+], [OH-], O. Yields the product C=CCOCc1ccc(OCC(O)CNCCc2ccc(OC)c(OC)c2)cc1, Cl. As a reaction SMILES: [CH2:1]([CH:2]=[CH2:3])[O:4][CH2:5][c:6]1[cH:7][cH:8][c:9]([OH:12])[cH:10][cH:11]1.[CH3:33][CH2:34][OH:35].[Cl:13][CH2:14][CH:15]([CH2:16][NH:17][CH2:18][CH2:19][c:20]1[cH:21][c:22]([O:28][CH3:29])[c:23]([O:26][CH3:27])[cH:24][cH:25]1)[OH:30].[Na+:32].[OH-:31].[OH2:36]>>[CH2:1]([CH:2]=[CH2:3])[O:4][CH2:5][c:6]1[cH:7][cH:8][c:9]([O:12][CH2:14][CH:15]([CH2:16][NH:17][CH2:18][CH2:19][c:20]2[cH:21][c:22]([O:28][CH3:29])[c:23]([O:26][CH3:27])[cH:24][cH:25]2)[OH:30])[cH:10][cH:11]1.[ClH:13]. The reactants are ClC1=CC(=CC=C1)C(=O)OO (metachioroperbenzoic acid), O1C(=CC=C1)C1=NC(=CC=C1)C (2-furan-2-yl-6-methylpyridine). The solvent is C(Cl)(Cl)Cl (chloroform). Reaction conditions: temperature 0 celsius, time 12 hour. Product: O1C(=CC=C1)C1=[N+](C(=CC=C1)C)[O-] (2-furan-2-yl-6-methylpyridine 1-oxide). Isolated yield 52.0%. Reaction SMILES: ClC1C=CC=C(C(OO)=[O:9])C=1.[O:12]1[CH:16]=[CH:15][CH:14]=[C:13]1[C:17]1[CH:22]=[CH:21][CH:20]=[C:19]([CH3:23])[N:18]=1>C(Cl)(Cl)Cl>[O:12]1[CH:16]=[CH:15][CH:14]=[C:13]1[C:17]1[CH:22]=[CH:21][CH:20]=[C:19]([CH3:23])[N+:18]=1[O-:9]. Procedure: 4.90 g of metachioroperbenzoic acid are added in portions to a solution of 2.20 g of 2-furan-2-yl-6-methylpyridine (13.8 mmol) in 50 ml of chloroform cooled to 0° C. The mixture is stirred for 12 hours at room temperature and then the precipitate is removed by filtration and the filtrate is washed with a 5% aqueous solution of sodium bicarbonate. After drying over magnesium sulfate, filtration and evaporation, the title product is isolated by chromatography on a silica column (eluent: chloroform... The reactants are N1(CCC2=CC=C3C(=C12)CCO3)CCNC(C)=O (N-[2-(2,3,7,8-Tetrahydro-1H-furo[2,3-g]indol-1-yl)ethyl]-acetamide), Cl (HCl). Product: Cl.N1(CCC2=CC=C3C(=C12)CCO3)CCNC(C)=O (N-[2-(2,3,7,8-Tetrahydro-1H-furo[2,3-g]indol-1-yl)-ethyl]-acetamide hydrochloride). Procedure: The title compound of Example 3 (334 mg) was dissolved in ethyl acetate (20 ml) and was treated with ethereal HCl (1.35 ml). This was stirred at room temperature for 2 h and then the solvent was evaporated to give the title compound as a pale green powder (383 mg), m.p. 152°-154° C. Run in C(C)(=O)OCC (ethyl acetate). As a reaction SMILES: [N:1]1([CH2:13][CH2:14][NH:15][C:16](=[O:18])[CH3:17])[C:9]2[C:4](=[CH:5][CH:6]=[C:7]3[O:12][CH2:11][CH2:10][C:8]3=2)[CH2:3][CH2:2]1.[ClH:19]>C(OCC)(=O)C>[ClH:19].[N:1]1([CH2:13][CH2:14][NH:15][C:16](=[O:18])[CH3:17])[C:9]2[C:4](=[CH:5][CH:6]=[C:7]3[O:12][CH2:11][CH2:10][C:8]3=2)[CH2:3][CH2:2]1 |f:3.4|. Conditions: time 2 hour. Starting materials: C(C)OC(C(F)(F)F)O (triflouroacetaldehyde ethyl hemiacetal), [N+](=O)([O-])C(C)C (2-nitropropane), C([O-])([O-])=O.[K+].[K+] (potassium carbonate). The solvent is O (water). Run at temperature 65 celsius, time 6 hour. The product is CC(C(C(F)(F)F)O)(C)[N+](=O)[O-] (3-methyl-3-nitro-1,1,1-trifluorobutan-2-ol). As a reaction SMILES: C(O[CH:4]([OH:9])[C:5]([F:8])([F:7])[F:6])C.[N+:10]([CH:13]([CH3:15])[CH3:14])([O-:12])=[O:11].C(=O)([O-])[O-].[K+].[K+]>O>[CH3:14][C:13]([N+:10]([O-:12])=[O:11])([CH3:15])[CH:4]([OH:9])[C:5]([F:6])([F:7])[F:8] |f:2.3.4|. Procedure: A mixture of triflouroacetaldehyde ethyl hemiacetal (2.58 ml), 2-nitropropane (1.81 ml) and potassium carbonate (111 mg) is stirred at 65° C. (oil bath temperature) for 6 hours followed by 2.5 days at room temperature. The reaction mixture is diluted with water (100 ml) and extracted with methylene chloride (100 ml+5×50 ml). The combined organic layers are dried over sodium sulphate and the solvent is evaporated under reduced pressure. Purification of the liquid residue by flash chromatography o...